Dataset: the Open Reaction Database (ORD), a public repository of structured organic reaction records. Task: describe an organic reaction: reactants, conditions, products, and yield Starting materials: C(C)I (ethyl iodide), CI (methyl iodide), C(C)N1C=2C=CC=CC2C2=CC=CC=C2C1=O (5-ethyl-6 (5H)phenanthridone). Yields the product CN1C=2C=CC=CC2C2=CC=CC=C2C1=O (5-Methyl-6(5H)-phenanthridone). Reaction SMILES: C(I)C.CI.[CH2:6]([N:8]1[C:21](=[O:22])[C:20]2[C:15](=[CH:16][CH:17]=[CH:18][CH:19]=2)[C:14]2[CH:13]=[CH:12][CH:11]=[CH:10][C:9]1=2)C>>[CH3:6][N:8]1[C:21](=[O:22])[C:20]2[C:15](=[CH:16][CH:17]=[CH:18][CH:19]=2)[C:14]2[CH:13]=[CH:12][CH:11]=[CH:10][C:9]1=2. Procedure: By the use of ethyl iodide rather than methyl iodide, 5-ethyl-6 (5H)phenanthridone was prepared in 97% yield (m.p. 87°-90°).